From a dataset of the Open Reaction Database (ORD), a public repository of structured organic reaction records. describe an organic reaction: reactants, conditions, products, and yield The reactants are O=[N+]([O-])O, O=[N+]([O-])O, O=S(=O)(O)O, Oc1ccncc1. Yields the product O=[N+]([O-])c1cnccc1O. Reaction SMILES: [N+:10]([O-:11])([OH:12])=[O:13].[OH:1][N+:2]([O-:3])=[O:4].[S:5](=[O:6])(=[O:7])([OH:8])[OH:9].[n:14]1[cH:15][cH:16][c:17]([OH:20])[cH:18][cH:19]1>>[O-:1][N+:2](=[O:4])[c:16]1[cH:15][n:14][cH:19][cH:18][c:17]1[OH:20]. Starting materials: COC(=O)CCCC=CCN1C(=O)CCC1COC(=O)NCc1ccccc1, CO. The product is COC(=O)CCCCCCN1C(=O)CCC1COC(=O)NCc1ccccc1. Reaction SMILES: [CH3:1][O:2][C:3]([CH2:4][CH2:5][CH2:6][CH:7]=[CH:8][CH2:9][N:10]1[CH:11]([CH2:16][O:17][C:18]([NH:19][CH2:20][c:21]2[cH:22][cH:23][cH:24][cH:25][cH:26]2)=[O:27])[CH2:12][CH2:13][C:14]1=[O:15])=[O:28].[CH3:29][OH:30]>>[CH3:1][O:2][C:3]([CH2:4][CH2:5][CH2:6][CH2:7][CH2:8][CH2:9][N:10]1[CH:11]([CH2:16][O:17][C:18]([NH:19][CH2:20][c:21]2[cH:22][cH:23][cH:24][cH:25][cH:26]2)=[O:27])[CH2:12][CH2:13][C:14]1=[O:15])=[O:28]. The reactants are CC1CC(NN=C1C1=CC=C2C(=NC=NC2=C1)SC)=O (4,5-dihydro-5-methyl-6-(4-methylthioquinazolin-7-yl)-3(2H)-pyridazinone), CN(C=O)C (dimethylformamide). The solvent is C(C)N(CC)CC (triethylamine), CNC (dimethylamine). Conditions: temperature 60 celsius, time 4 hour. Product: CC1CC(NN=C1C1=CC=C2C(=NC=NC2=C1)N(C)C)=O (4,5-dihydro-5-methyl-6-(4-dimethylaminoquinazolin-7-yl)-3(2H)-pyridazinone). Yield: 51.0%. Reaction SMILES: [CH3:1][CH:2]1[C:7]([C:8]2[CH:17]=[C:16]3[C:11]([C:12](SC)=[N:13][CH:14]=[N:15]3)=[CH:10][CH:9]=2)=[N:6][NH:5][C:4](=[O:20])[CH2:3]1.[CH3:21][N:22](C)[CH:23]=O>C(N(CC)CC)C.CNC>[CH3:1][CH:2]1[C:7]([C:8]2[CH:17]=[C:16]3[C:11]([C:12]([N:22]([CH3:23])[CH3:21])=[N:13][CH:14]=[N:15]3)=[CH:10][CH:9]=2)=[N:6][NH:5][C:4](=[O:20])[CH2:3]1. Reported procedure: Compound 57 (0.6 g) obtained in Example 19 was dissolved in a mixture of 10 ml of dimethylformamide, 1 ml of triethylamine and 5ml of aqueous 50% dimethylamine solution. The resulting solution was stirred at 60° C. for 4 hours and then concentrated. Thereafter, water was added to the residue, and the crystals precipitated were collected by filtration and dried to give 0.3 g (51%) of 4,5-dihydro-5-methyl-6-(4-dimethylaminoquinazolin-7-yl)-3(2H)-pyridazinone (Compound 13). Starting materials: N(=[N+]=[N-])C1=CC(=NC=N1)OC=1C=C2C=CC=NC2=CC1 (6-azido-4-(quinolin-6-yloxy)-pyrimidine). Reagents/catalysts: [Pd] (Pd/C). Solvent: C1CCOC1.C(C)(=O)O (THF acetic acid). The product is NC1=CC(=NC=N1)OC=1C=C2CCCNC2=CC1 (6-Amino-4-(1,2,3,4-tetrahydro-quinolin-6-yloxy)-pyrimidine). RXN SMILES: [N:1]([C:4]1[N:9]=[CH:8][N:7]=[C:6]([O:10][C:11]2[CH:12]=[C:13]3[C:18](=[CH:19][CH:20]=2)[N:17]=[CH:16][CH:15]=[CH:14]3)[CH:5]=1)=[N+]=[N-]>C1COCC1.C(O)(=O)C.[Pd]>[NH2:1][C:4]1[N:9]=[CH:8][N:7]=[C:6]([O:10][C:11]2[CH:12]=[C:13]3[C:18](=[CH:19][CH:20]=2)[NH:17][CH2:16][CH2:15][CH2:14]3)[CH:5]=1 |f:1.2|. Reported procedure: The crude 6-azido-4-(quinolin-6-yloxy)-pyrimidine (36.4 mMol) in 324 ml of THF/acetic acid 4:1 is hydrogenated in the presence of 6 g Pd/C (10% Engelhard 4505). Then the catalyst is filtered off and the filtrate concentrated in vacuuo. The residue is put to pH 10 by addition of sat. Na2CO3 solution and extracted 3× with EtOAC. The organic phases are washed with water and brine, dried (Na2SO4) and after addition of 40 g of SiO2 concentrate in vacuo. The resulting powder is put on top of a SiO2 ch... Starting materials: C1(CCCCC1)CCC1=NC(=NC=C1)C1=CC=CC=C1 (cyclohexylethylphenylpyrimidine), OO (hydrogen peroxide), FC1=C(C=CC(=C1F)CCCCC)C1=NC=C(C=N1)O (2-(2',3'-Difluoro-4'-pentylphenyl)-5-hydroxypyrimidine), C(CCC)[Li] (butyllithium), B(OC)(OC)OC (trimethyl borate). The solvent is C1CCOC1 (THF). Yields the product FC1=C(C=CC(=C1F)CC[C@@H]1CC[C@H](CC1)CCCCC)C1=NC=C(C=N1)O (2-[2',3'-Difluoro-4'-(trans-4"-pentylcyclohexylethyl)phenyl]-5-hydroxypyrimidine). Yield: 57.0%. As a reaction SMILES: [CH:1]1([CH2:7][CH2:8]C2C=CN=C(C3C=CC=CC=3)N=2)[CH2:6][CH2:5][CH2:4][CH2:3][CH2:2]1.C([Li])CCC.B(OC)(OC)OC.OO.[F:35][C:36]1[C:41]([F:42])=[C:40]([CH2:43][CH2:44][CH2:45][CH2:46][CH3:47])[CH:39]=[CH:38][C:37]=1[C:48]1[N:53]=[CH:52][C:51]([OH:54])=[CH:50][N:49]=1>C1COCC1>[F:35][C:36]1[C:41]([F:42])=[C:40]([CH2:43][CH2:44][C@H:45]2[CH2:8][CH2:7][C@H:1]([CH2:2][CH2:3][CH2:4][CH2:5][CH3:6])[CH2:47][CH2:46]2)[CH:39]=[CH:38][C:37]=1[C:48]1[N:49]=[CH:50][C:51]([OH:54])=[CH:52][N:53]=1. Procedure details: --Quantities bromopyrimidine 16 (3.72 g, 8.25 mmol), 1.6M butyllithium (5.7 ml, 9.1 mmol), trimethyl borate (1.9 ml, 16.5 mmol), THF (80 ml), 30% hydrogen peroxide (3.7 ml, 33 mmol). The experimental procedure was as described for compound 33. The crude product was purified by flash chromatography (10 to 30% ethyl acetate-light petroleum) to give the hydroxypyrimidine 48 (1.82 g, 57%) (from MeOH), m.p. 157.3° C.; νmax /cm-1 (KBr) 2920, 2720, 2580, 1505, 1430, 1280, 1240 and 1180 δ 0.85 (7H, m), ... Starting materials: CCC(=O)c1ccc(N)c(N)c1, CC(C)S(=O)(=O)Cl, ClCCl, Cl, c1ccncc1. Yields the product CCC(=O)c1ccc(N)c(NS(=O)(=O)C(C)C)c1. RXN SMILES: [C:1]([CH2:2][CH3:3])(=[O:4])[c:5]1[cH:6][c:7]([NH2:12])[c:8]([NH2:11])[cH:9][cH:10]1.[CH:16]([CH3:17])([CH3:18])[S:19](=[O:20])(=[O:21])[Cl:22].[Cl:13][CH2:14][Cl:15].[ClH:23].[cH:24]1[cH:25][cH:26][n:27][cH:28][cH:29]1>>[C:1]([CH2:2][CH3:3])(=[O:4])[c:5]1[cH:6][c:7]([NH:12][S:19]([CH:16]([CH3:17])[CH3:18])(=[O:20])=[O:21])[c:8]([NH2:11])[cH:9][cH:10]1. Starting materials: CC#N (CH3CN), C1(=CC=C(C=C1)S(=O)(=O)O)C (4-toluenesulfonic acid), N1CC1 (aziridine), CC#N (CH3CN). The product is C(#N)C=1C2=CC=CC=C2C(=C2C=CC=CC12)C#N (9,10-dicyanoanthracene). Reaction SMILES: [C:1]1([CH3:11])[CH:6]=[CH:5][C:4](S(O)(=O)=O)=[CH:3][CH:2]=1.[NH:12]1[CH2:14][CH2:13]1.C[C:16]#[N:17]>>[C:16]([C:11]1[C:1]2[C:6]([C:13]([C:14]#[N:12])=[C:1]3[C:6]=1[CH:5]=[CH:4][CH:3]=[CH:2]3)=[CH:5][CH:4]=[CH:3][CH:2]=2)#[N:17]. Procedure details: ⅕ of a 4-toluenesulfonic acid solution (PTSA H2O, 43.28 g; 0.228 mol) in CH3CN (400 mL) was added to a solution of the aziridine obtained at the previous step (229.13 g; GC 89%; 0.805 mol) and 9,10-dicyanoanthracene (DCA) (1.69 g; 7.40 mmol) in CH3CN (4.5 L). After 45 min, the remaining acid catalyst was added drop by drop to the reaction mixture in 6 hours, by means of the syringe pump. After 7.5 hours, heating and lighting were stopped. After 18 hours, water (0.5 L) and solid K2CO3 (40 g) were...